Dataset: the Open Reaction Database (ORD), a public repository of structured organic reaction records. Task: describe an organic reaction: reactants, conditions, products, and yield The reactants are CC#N, CCOC(C)=O, Cl, O=C(Nc1cn2cc(Oc3ccc([N+](=O)[O-])cc3F)ccc2n1)C1CC1, FN1C(Cl)=CC=CC1Cl, C1CCOC1, O=S(=O)(O)C(F)(F)F. Product: O=C(Nc1nc2ccc(Oc3ccc([N+](=O)[O-])cc3F)cn2c1F)C1CC1. RXN SMILES: [CH3:50][C:51]#[N:52].[CH3:53][CH2:54][O:55][C:56](=[O:57])[CH3:58].[ClH:49].[F:1][c:2]1[c:3]([O:4][c:5]2[cH:6][cH:7][c:8]3[n:9]([cH:10]2)[cH:11][c:12]([NH:14][C:15](=[O:16])[CH:17]2[CH2:18][CH2:19]2)[n:13]3)[cH:20][cH:21][c:22]([N+:24](=[O:25])[O-:26])[cH:23]1.[F:35][N:36]1[C:37]([Cl:38])=[CH:39][CH:40]=[CH:41][CH:42]1[Cl:43].[O:44]1[CH2:45][CH2:46][CH2:47][CH2:48]1.[S:27]([OH:28])([C:29]([F:30])([F:31])[F:32])(=[O:33])=[O:34]>>[F:1][c:2]1[c:3]([O:4][c:5]2[cH:6][cH:7][c:8]3[n:9]([cH:10]2)[c:11]([F:31])[c:12]([NH:14][C:15](=[O:16])[CH:17]2[CH2:18][CH2:19]2)[n:13]3)[cH:20][cH:21][c:22]([N+:24](=[O:25])[O-:26])[cH:23]1.